Dataset: the Open Reaction Database (ORD), a public repository of structured organic reaction records. Task: describe an organic reaction: reactants, conditions, products, and yield Reactants: OC1=CC=C(C=C1)C(C)=O (p-hydroxyacetophenone), C(=O)([O-])[O-].[K+].[K+] (K2CO3), BrCC(=O)OCC (ethyl bromoacetate). Run in CC(=O)C (acetone). Reaction conditions: time 18 hour. Yields the product C(C)OC(COC1=CC=C(C=C1)C(C)=O)=O (4-acetyl-phenoxyacetic acid ethyl ester). Reaction SMILES: [OH:1][C:2]1[CH:7]=[CH:6][C:5]([C:8](=[O:10])[CH3:9])=[CH:4][CH:3]=1.C([O-])([O-])=O.[K+].[K+].Br[CH2:18][C:19]([O:21][CH2:22][CH3:23])=[O:20]>CC(C)=O>[CH2:22]([O:21][C:19](=[O:20])[CH2:18][O:1][C:2]1[CH:7]=[CH:6][C:5]([C:8](=[O:10])[CH3:9])=[CH:4][CH:3]=1)[CH3:23] |f:1.2.3|. Reported procedure: To an ambient slurry of p-hydroxyacetophenone (20 g, 147 mmol) and K2CO3 (30.4 g, 220 mmol) in acetone (150 mL) was added ethyl bromoacetate (17.2 mL, 154 mmol). The slurry was stirred for 18 h and was quenched by the addition of H2O (150 mL) and Et2O (75 mL). The layers were separated, and the aqueous was extracted with additional Et2O (3×75 mL). The combined organic layers were dried with anhydrous Na2SO4, filtered, and concentrated under reduced pressure to give an oil that was used without f... Reactants: C, CC(C)(C)OC(=O)N1CC=C(c2ccc(NC(=O)c3ccc(S(C)(=O)=O)cc3)nc2)CC1, CO, [Pd]. Yields the product CC(C)(C)OC(=O)N1CCC(c2ccc(NC(=O)c3ccc(S(C)(=O)=O)cc3)nc2)CC1. As a reaction SMILES: [C:35].[CH3:1][S:2](=[O:3])(=[O:4])[c:5]1[cH:6][cH:7][c:8]([C:9](=[O:10])[NH:11][c:12]2[n:13][cH:14][c:15]([C:18]3=[CH:23][CH2:22][N:21]([C:24](=[O:25])[O:26][C:27]([CH3:28])([CH3:29])[CH3:30])[CH2:20][CH2:19]3)[cH:16][cH:17]2)[cH:31][cH:32]1.[CH3:33][OH:34].[Pd:36]>>[CH3:1][S:2](=[O:3])(=[O:4])[c:5]1[cH:6][cH:7][c:8]([C:9](=[O:10])[NH:11][c:12]2[n:13][cH:14][c:15]([CH:18]3[CH2:19][CH2:20][N:21]([C:24](=[O:25])[O:26][C:27]([CH3:28])([CH3:29])[CH3:30])[CH2:22][CH2:23]3)[cH:16][cH:17]2)[cH:31][cH:32]1. Starting materials: FC1=C(C(=C(C=C1OC)OC)F)C1=CC2=C(C=N1)C(=NN2C2OCCCC2)I (6-(2,6-difluoro-3,5-dimethoxyphenyl)-3-iodo-1-(tetrahydro-2H-pyran-2-yl)-1H-pyrazolo[4,3-c]pyridine), O1C(CCCC1)OCCN1N=CC(=C1)B1OC(C(O1)(C)C)(C)C (1-[2-(tetrahydro-2H-pyran-2-yloxy)ethyl]-4-(4,4,5,5-tetramethyl-1,3,2-dioxaborolan-2-yl)-1H-pyrazole). Yields the product FC1=C(C(=C(C=C1OC)OC)F)C1=CC2=C(C=N1)C(=NN2)C=2C=NN(C2)CCO (2-{4-[6-(2,6-difluoro-3,5-dimethoxyphenyl)-1H-pyrazolo[4,3-c]pyridin-3-yl]-1H-pyrazol-1-yl}ethanol). As a reaction SMILES: [F:1][C:2]1[C:7]([O:8][CH3:9])=[CH:6][C:5]([O:10][CH3:11])=[C:4]([F:12])[C:3]=1[C:13]1[N:18]=[CH:17][C:16]2[C:19](I)=[N:20][N:21](C3CCCCO3)[C:15]=2[CH:14]=1.O1CCCCC1[O:35][CH2:36][CH2:37][N:38]1[CH:42]=[C:41](B2OC(C)(C)C(C)(C)O2)[CH:40]=[N:39]1>>[F:1][C:2]1[C:7]([O:8][CH3:9])=[CH:6][C:5]([O:10][CH3:11])=[C:4]([F:12])[C:3]=1[C:13]1[N:18]=[CH:17][C:16]2[C:19]([C:41]3[CH:40]=[N:39][N:38]([CH2:37][CH2:36][OH:35])[CH:42]=3)=[N:20][NH:21][C:15]=2[CH:14]=1. Procedure: This compound was prepared by using procedures analogous to those described for the synthesis of Example 52, Step 8 starting from 6-(2,6-difluoro-3,5-dimethoxyphenyl)-3-iodo-1-(tetrahydro-2H-pyran-2-yl)-1H-pyrazolo[4,3-c]pyridine and 1-[2-(tetrahydro-2H-pyran-2-yloxy)ethyl]-4-(4,4,5,5-tetramethyl-1,3,2-dioxaborolan-2-yl)-1H-pyrazole. LCMS (M+H)+=402.1. Starting materials: solution, ClC1=C(C(=O)N)C=CC(=N1)Cl (2,6-dichloro-nicotinamide), resultant suspension, FC(CO)F (2,2-Difluoroethanol), [H-].[Na+] (NaH). The solvent is CN(C=O)C (dimethylformamide), O (water), COCCOC (1,2-dimethoxyethane). Run at time 1 hour. The product is ClC1=NC(=C(C(=O)N)C=C1)OCC(F)F (6-Chloro-2-(2,2-difluoro-ethoxy)-nicotinamide). The yield is 97.5%. As a reaction SMILES: [F:1][CH:2]([F:5])[CH2:3][OH:4].[H-].[Na+].Cl[C:9]1[N:17]=[C:16]([Cl:18])[CH:15]=[CH:14][C:10]=1[C:11]([NH2:13])=[O:12]>COCCOC.CN(C)C=O.O>[Cl:18][C:16]1[CH:15]=[CH:14][C:10]([C:11]([NH2:13])=[O:12])=[C:9]([O:4][CH2:3][CH:2]([F:5])[F:1])[N:17]=1 |f:1.2|. Procedure: 2,2-Difluoroethanol (3.51 mL, 55.5 mmol) was added dropwise over 30 minutes to a suspension of NaH (2.22 g, 60% w/w dispersion in oil) in 1,2-dimethoxyethane (40.0 mL) at 14° C. and stirred for 1 hour. A portion of this solution (25 mL, 35 mmol) was added dropwise over 10 minutes to a solution of 2,6-dichloro-nicotinamide (5.30 g, 27.7 mmol) in dimethylformamide (40 mL) at 14° C. The resultant suspension was stirred for an additional 1 hour at 14° C., diluted with water (600 mL) and extracted wi... Reactants: N1(N=CC=C1)C1=CC=CC(=N1)CO ((6-(1H-pyrazol-1-yl)pyridin-2-yl)methanol). The reagents and catalysts are O=[Mn]=O (MnO2). Run in ClCCCl (DCE). The product is N1(N=CC=C1)C1=CC=CC(=N1)C=O (6-(1H-pyrazol-1-yl)picolinaldehyde). Reaction SMILES: [N:1]1([C:6]2[N:11]=[C:10]([CH2:12][OH:13])[CH:9]=[CH:8][CH:7]=2)[CH:5]=[CH:4][CH:3]=[N:2]1>ClCCCl.O=[Mn]=O>[N:1]1([C:6]2[N:11]=[C:10]([CH:12]=[O:13])[CH:9]=[CH:8][CH:7]=2)[CH:5]=[CH:4][CH:3]=[N:2]1. Procedure: A solution of (6-(1H-pyrazol-1-yl)pyridin-2-yl)methanol (295 mg; 1.68 mmol) in anh. DCE (6 ml) was treated with MnO2 (1.174 g; 13.51 mmol), and the resulting mixture was stirred at reflux, under nitrogen, for 2 h. After cooling to rt, the resulting reaction mixture was filtered over celite, and the separated solids were washed with DCM. The filtrate was concentrated to dryness under reduced pressure giving 6-(1H-pyrazol-1-yl)picolinaldehyde as an off-white solid. LC-MS (conditions C): tR=0.74 mi... Reactants: BrC=1C=NN2C1N=C(C=C2)N2CCNCC2 (3-bromo-5-piperazin-1-yl-pyrazolo[1,5-a]pyrimidine), CCN(C(C)C)C(C)C (Hunig's base), solution, ClC(=O)OC(C)C (isopropyl chloroformate), N#N (N2). Run in C(C)(=O)OCC (ethyl acetate), C1(=CC=CC=C1)C (toluene). Run at temperature 0 celsius. Product: C(C)(C)OC(=O)N1CCN(CC1)C1=NC=2N(C=C1)N=CC2Br (4-(3-Bromo-pyrazolo[1,5-a]pyrimidin-5-yl)-piperazine-1-carboxylic acid isopropyl ester). RXN SMILES: N#N.[Br:3][C:4]1[CH:5]=[N:6][N:7]2[CH:12]=[CH:11][C:10]([N:13]3[CH2:18][CH2:17][NH:16][CH2:15][CH2:14]3)=[N:9][C:8]=12.CCN(C(C)C)C(C)C.Cl[C:29]([O:31][CH:32]([CH3:34])[CH3:33])=[O:30]>C(OCC)(=O)C.C1(C)C=CC=CC=1>[CH:32]([O:31][C:29]([N:16]1[CH2:17][CH2:18][N:13]([C:10]2[CH:11]=[CH:12][N:7]3[N:6]=[CH:5][C:4]([Br:3])=[C:8]3[N:9]=2)[CH2:14][CH2:15]1)=[O:30])([CH3:34])[CH3:33]. Procedure: To a rapidly stirred, 0° C., N2 blanketed, solution of 3-bromo-5-piperazin-1-yl-pyrazolo[1,5-a]pyrimidine (15.8 g, 56.0 mmol) and Hunig's base [7087-68-5] (20.0 mL, 114.8 mmol) in ethyl acetate (280 mL) was steadily added a 1.0M solution of isopropyl chloroformate in toluene (67.0 mL) over the course of 10 minutes. The reaction was allowed to stir and warm to ambient temperature over night at which time it was washed with brine, dried (MgSO4), preloaded onto silica gel, chromatographed (Silica g... Starting materials: N(=[N+]=[N-])CC1=CC=C(CC2=CC=C(C=C2)[N+](=O)[O-])C=C1 (4-(4-azidomethylbenzyl)-nitrobenzene), O (water), C1(=CC=CC=C1)P(C1=CC=CC=C1)C1=CC=CC=C1 (triphenylphosphine). Solvent: O1CCCC1 (tetrahydrofuran). Reaction conditions: time 18 hour. The product is NCC1=CC=C(CC2=CC=C(C=C2)[N+](=O)[O-])C=C1 (4-(4-aminomethylbenzyl)-nitrobenzene). Yield: 74.2%. RXN SMILES: [N:1]([CH2:4][C:5]1[CH:20]=[CH:19][C:8]([CH2:9][C:10]2[CH:15]=[CH:14][C:13]([N+:16]([O-:18])=[O:17])=[CH:12][CH:11]=2)=[CH:7][CH:6]=1)=[N+]=[N-].O.C1(P(C2C=CC=CC=2)C2C=CC=CC=2)C=CC=CC=1>O1CCCC1>[NH2:1][CH2:4][C:5]1[CH:20]=[CH:19][C:8]([CH2:9][C:10]2[CH:15]=[CH:14][C:13]([N+:16]([O-:18])=[O:17])=[CH:12][CH:11]=2)=[CH:7][CH:6]=1. Procedure details: A solution of 4-(4-azidomethylbenzyl)-nitrobenzene (5.835 g) in tetrahydrofuran (175 mL) was treated with water (0.43 mL) and triphenylphosphine (6.45 g, 1.1 eg). The mixture was stirred at room temperature for 18 hours, and the solvent was evaporated. The residue was suspended in water, and suspension made acidic by the dropwise addition of hydrochloric acid to about pH 1, then extracted with diethyl ether (3×). The aqueous phase was made alkaline with 50% aqueous sodium hydroxide, extracted wi... Starting materials: COCN(c1onc(C)c1C)S(=O)(=O)c1ccsc1C(=O)Nc1c(C)cc(C)c(CC#N)c1C, C1CCOC1, Cl, O. Yields the product Cc1cc(C)c(NC(=O)c2sccc2S(=O)(=O)Nc2onc(C)c2C)c(C)c1CC#N. As a reaction SMILES: [C:1](#[N:2])[CH2:3][c:4]1[c:5]([CH3:34])[c:6]([NH:12][C:13](=[O:14])[c:15]2[s:16][cH:17][cH:18][c:19]2[S:20](=[O:21])(=[O:22])[N:23]([CH2:24][O:25][CH3:26])[c:27]2[c:28]([CH3:33])[c:29]([CH3:32])[n:30][o:31]2)[c:7]([CH3:11])[cH:8][c:9]1[CH3:10].[CH2:37]1[O:38][CH2:39][CH2:40][CH2:41]1.[ClH:35].[OH2:36]>>[C:1](#[N:2])[CH2:3][c:4]1[c:5]([CH3:34])[c:6]([NH:12][C:13](=[O:14])[c:15]2[s:16][cH:17][cH:18][c:19]2[S:20](=[O:21])(=[O:22])[NH:23][c:27]2[c:28]([CH3:33])[c:29]([CH3:32])[n:30][o:31]2)[c:7]([CH3:11])[cH:8][c:9]1[CH3:10].